From a dataset of the Open Reaction Database (ORD), a public repository of structured organic reaction records. describe an organic reaction: reactants, conditions, products, and yield The reactants are CS(C)=O, ClCC1CO1, [Na+], [OH-], O, Cc1cc(O)c2c3c(c(=O)oc2c1)CCCC3. Yields the product Cc1cc(OCC2CO2)c2c3c(c(=O)oc2c1)CCCC3. Reaction SMILES: [CH3:25][S:26]([CH3:27])=[O:28].[Cl:20][CH2:21][CH:22]1[CH2:23][O:24]1.[Na+:2].[OH-:1].[OH2:29].[OH:3][c:4]1[cH:5][c:6]([CH3:19])[cH:7][c:8]2[o:9][c:10](=[O:18])[c:11]3[c:12]([c:13]12)[CH2:14][CH2:15][CH2:16][CH2:17]3>>[O:3]([c:4]1[cH:5][c:6]([CH3:19])[cH:7][c:8]2[o:9][c:10](=[O:18])[c:11]3[c:12]([c:13]12)[CH2:14][CH2:15][CH2:16][CH2:17]3)[CH2:21][CH:22]1[CH2:23][O:24]1. Reactants: C1(=CC=CC=C1)S(=O)C=1C=CC(NC1)=S (5-(phenylsulfinyl)pyridine-2-thione), [OH-].[Na+] (sodium hydroxide), S(=O)(=O)(OC)OC (dimethyl sulfate). Conditions: time 3 hour. The product is CSC1=NC=C(C=C1)S(=O)C1=CC=CC=C1 (2-(methylthio)-5-(phenylsulfinyl)pyridine). Reaction SMILES: [C:1]1([S:7]([C:9]2[CH:10]=[CH:11][C:12](=[S:15])[NH:13][CH:14]=2)=[O:8])[CH:6]=[CH:5][CH:4]=[CH:3][CH:2]=1.[OH-].[Na+].S(OC)(O[CH3:22])(=O)=O>>[CH3:22][S:15][C:12]1[CH:11]=[CH:10][C:9]([S:7]([C:1]2[CH:2]=[CH:3][CH:4]=[CH:5][CH:6]=2)=[O:8])=[CH:14][N:13]=1 |f:1.2|. Procedure: A solution of 5-(phenylsulfinyl)pyridine-2-thione (2.21 g., .01 moles) in 25 ml. of 2.5N sodium hydroxide is treated with 1.6 g. of dimethyl sulfate. After stirring at room temperature for 3 hours, the reaction mixture is extracted with methylene chloride. The extracts are washed with water, dried and evaporated in vacuo to yield 2-(methylthio)-5-(phenylsulfinyl)pyridine. Reactants: C(C1=CC=CC=C1)(=O)Cl (benzoyl chloride), OCC1(C(C1)C=C)CO (1,1-bis(hydroxymethyl)-2-vinylcyclopropane), O (water). Solvent: C1CCCCC1.CCOC(=O)C (cyclohexane EtOAc), N1=CC=CC=C1 (pyridine). Run at time 2 hour. The product is C(C1=CC=CC=C1)(=O)OCC1(C(C1)C=C)COC(C1=CC=CC=C1)=O (1,1-Bis(benzoyloxymethyl)-2-vinylcyclopropane). The yield is 75.0%. RXN SMILES: [OH:1][CH2:2][C:3]1([CH2:8][OH:9])[CH2:5][CH:4]1[CH:6]=[CH2:7].[C:10](Cl)(=[O:17])[C:11]1[CH:16]=[CH:15][CH:14]=[CH:13][CH:12]=1.[OH2:19]>N1C=CC=CC=1.C1CCCCC1.CCOC(C)=O>[C:10]([O:1][CH2:2][C:3]1([CH2:8][O:9][C:10](=[O:19])[C:11]2[CH:16]=[CH:15][CH:14]=[CH:13][CH:12]=2)[CH2:5][CH:4]1[CH:6]=[CH2:7])(=[O:17])[C:11]1[CH:16]=[CH:15][CH:14]=[CH:13][CH:12]=1 |f:4.5|. Reported procedure: A solution of 5.5 g (43 mmoles) of 1,1-bis(hydroxymethyl)-2-vinylcyclopropane in 40 ml of pyridine was cooled to 0° and 18.5 g (130 mmoles; 15.2 ml) of benzoyl chloride was added dropwise over 15 minutes. The mixture was stirred at 22° for 2 hours. TLC in cyclohexane-EtOAc (4:1) indicated that the reaction was complete. The reaction mixture was treated with 8 ml of water and stirred at 22° for 20 hours. It was concentrated to a residual oil and redissolved in 150 ml of EtOAc and washed with 50 m... RXN SMILES: [Br:34][CH2:35][CH2:36][CH2:37][Cl:38].[C:1]([CH3:2])([CH3:3])([CH3:4])[O:5][C:6](=[O:7])[n:8]1[c:9]([C:18](=[O:19])[N:20]2[CH2:21][CH2:22][C:23]([F:26])([F:27])[CH2:24][CH2:25]2)[cH:10][c:11]2[c:12]1[n:13][cH:14][c:15]([OH:17])[cH:16]2.[C:28](=[O:29])([O-:30])[O-:31].[CH3:39][C:40](=[O:41])[CH2:42][CH3:43].[K+:32].[K+:33]>>[C:1]([CH3:2])([CH3:3])([CH3:4])[O:5][C:6](=[O:7])[n:8]1[c:9]([C:18](=[O:19])[N:20]2[CH2:21][CH2:22][C:23]([F:26])([F:27])[CH2:24][CH2:25]2)[cH:10][c:11]2[c:12]1[n:13][cH:14][c:15]([O:17][CH2:35][CH2:36][CH2:37][Cl:38])[cH:16]2. Starting materials: ClCCCBr, CC(C)(C)OC(=O)n1c(C(=O)N2CCC(F)(F)CC2)cc2cc(O)cnc21, O=C([O-])[O-], CCC(C)=O, [K+], [K+]. Product: CC(C)(C)OC(=O)n1c(C(=O)N2CCC(F)(F)CC2)cc2cc(OCCCCl)cnc21. Reactants: S(=O)(Cl)Cl (thionyl chloride), C1=CC(=CC=C1[N+](=O)[O-])O (p-nitrophenol), C1=C(NC=N1)/C=C/C(=O)O (trans-urocanic acid), [Cl-].[Cl-].[Ca+2] (CaCl2). Run at time 4 hour. Yields the product N1C=NC(=C1)/C=C/C(=O)OC1=CC=C(C=C1)[N+](=O)[O-] (p-Nitrophenyl trans-3-(1H-imidazol-4-yl)-2-propenoate). Reaction SMILES: S(Cl)(Cl)=O.[CH:5]1[C:10]([N+:11]([O-:13])=[O:12])=[CH:9][CH:8]=[C:7]([OH:14])[CH:6]=1.[CH:15]1[N:19]=[CH:18][NH:17][C:16]=1/[CH:20]=[CH:21]/[C:22](O)=[O:23].[Cl-].[Cl-].[Ca+2]>>[NH:19]1[CH:15]=[C:16](/[CH:20]=[CH:21]/[C:22]([O:14][C:7]2[CH:8]=[CH:9][C:10]([N+:11]([O-:13])=[O:12])=[CH:5][CH:6]=2)=[O:23])[N:17]=[CH:18]1 |f:3.4.5|. Procedure details: 2 ml (27.5 mmol) of freshly distilled thionyl chloride are added to a finely ground mixture of 1.51 g (10.8 mmol) of p-nitrophenol and 1.5 g (10.8 mmol) of trans-urocanic acid in a round-bottomed flask equipped with a drying tube containing CaCl2. The mixture is progressively brought to 140° C. After 4 h, the mixture is slowly cooled to room temperature. A brown powder is extracted with CHCl3 / MeOH (150 ml, 2:1) while heating. The undissolved material is separated by filtration and the filtrate...